describe an organic reaction: reactants, conditions, products, and yield From a dataset of the Open Reaction Database (ORD), a public repository of structured organic reaction records. Starting materials: CCNCC, C1CCOC1, CS(=O)(=O)OCCC1OC(=C2C(=O)Nc3ccccc32)c2ccccc21, C1COCCO1. The product is CCN(CC)CCC1OC(=C2C(=O)Nc3ccccc32)c2ccccc21. RXN SMILES: [CH2:27]([CH3:28])[NH:29][CH2:30][CH3:31].[CH2:38]1[O:39][CH2:40][CH2:41][CH2:42]1.[O:1]=[C:2]1[NH:3][c:4]2[cH:5][cH:6][cH:7][cH:8][c:9]2[C:10]1=[C:11]1[O:12][CH:13]([CH2:20][CH2:21][O:22][S:23]([CH3:24])(=[O:25])=[O:26])[c:14]2[cH:15][cH:16][cH:17][cH:18][c:19]21.[O:32]1[CH2:33][CH2:34][O:35][CH2:36][CH2:37]1>>[O:1]=[C:2]1[NH:3][c:4]2[cH:5][cH:6][cH:7][cH:8][c:9]2[C:10]1=[C:11]1[O:12][CH:13]([CH2:20][CH2:21][N:29]([CH2:27][CH3:28])[CH2:30][CH3:31])[c:14]2[cH:15][cH:16][cH:17][cH:18][c:19]21. Reactants: NC1=C(C(=NC2=CC=CC(=C12)OCC(C(=O)NC(C)C)(C)C)C)C(=O)O (4-amino-5-(3-(isopropylamino)-2,2-dimethyl-3-oxopropoxy)-2-methylquinoline-3-carboxylic acid), C(=O)(O)[O-].[Na+] (NaHCO3). Product: NC1=C(C(=NC2=CC=CC(=C12)OCC(C(=O)NC(C)C)(C)C)C)C(=O)[O-].[Na+] (sodium 4-amino-5-(3-(isopropylamino)-2,2-dimethyl-3-oxopropoxy)-2-methylquinoline-3-carboxylate). As a reaction SMILES: [NH2:1][C:2]1[C:11]2[C:6](=[CH:7][CH:8]=[CH:9][C:10]=2[O:12][CH2:13][C:14]([CH3:22])([CH3:21])[C:15]([NH:17][CH:18]([CH3:20])[CH3:19])=[O:16])[N:5]=[C:4]([CH3:23])[C:3]=1[C:24]([OH:26])=[O:25].C([O-])(O)=O.[Na+:31]>>[NH2:1][C:2]1[C:11]2[C:6](=[CH:7][CH:8]=[CH:9][C:10]=2[O:12][CH2:13][C:14]([CH3:21])([CH3:22])[C:15]([NH:17][CH:18]([CH3:20])[CH3:19])=[O:16])[N:5]=[C:4]([CH3:23])[C:3]=1[C:24]([O-:26])=[O:25].[Na+:31] |f:1.2,3.4|. Procedure details: Prepared as in Example 128 from 4-amino-5-(3-(isopropylamino)-2,2-dimethyl-3-oxopropoxy)-2-methylquinoline-3-carboxylic acid (Example 134) and NaHCO3 as a white solid (100%). 1H NMR (400 MHz, DMSO-d6) δ 1.01 (d, J=6.4 Hz, 6H), 1.23 (s, 6H), 2.56 (s, 3H), 3.86-3.94 (m, 1H), 4.07 (s, 2H), 6.66 (d, J=8.0 Hz, 1H), 7.14 (d, J=8.0 Hz, 1H), 7.32 (t, J=8.0 Hz, 1H), 7.48 (d, J=8.0 Hz, 1H). MS 360 (MH++H-Na). The reactants are S1C(=CC=C1)CN1CCC(CC1)C(=O)OCC (ethyl N-(thien-2-ylmethyl)piperidin-4-ylcarboxylate), FC(OC1=CC=C(C=C1)Br)(F)F (4-trifluoromethoxyphenyl bromide), [Mg] (magnesium). The solvent is CC(=O)C (acetone), C(Cl)Cl (methylene chloride), O1CCCC1 (tetrahydrofuran), CC(=O)C (acetone), C(Cl)Cl (methylene chloride), CC(=O)C (acetone), C(Cl)Cl (methylene chloride). Yields the product S1C(=CC=C1)CN1CCC(CC1)C(O)(C1=CC=C(C=C1)OC(F)(F)F)C1=CC=C(C=C1)OC(F)(F)F (N-(thien-2-ylmethyl)-4-[bis(4-trifluoromethoxyphenyl)hydroxymethyl]piperidine). Isolated yield 4.7%. Reaction SMILES: [S:1]1[CH:5]=[CH:4][CH:3]=[C:2]1[CH2:6][N:7]1[CH2:12][CH2:11][CH:10]([C:13]([O:15]CC)=O)[CH2:9][CH2:8]1.[F:18][C:19]([F:29])([F:28])[O:20][C:21]1[CH:26]=[CH:25][C:24](Br)=[CH:23][CH:22]=1.[Mg]>O1CCCC1.CC(C)=O.C(Cl)Cl>[S:1]1[CH:5]=[CH:4][CH:3]=[C:2]1[CH2:6][N:7]1[CH2:8][CH2:9][CH:10]([C:13]([C:24]2[CH:23]=[CH:22][C:21]([O:20][C:19]([F:18])([F:28])[F:29])=[CH:26][CH:25]=2)([C:24]2[CH:25]=[CH:26][C:21]([O:20][C:19]([F:29])([F:28])[F:18])=[CH:22][CH:23]=2)[OH:15])[CH2:11][CH2:12]1. Procedure details: This compound was prepared in a manner analogous to that of Step B of Example 3, with 2.0 grams (0.008 mole) of ethyl N-(thien-2-ylmethyl)piperidin-4-ylcarboxylate, 3.5 mL (0.024 mole) of 4-trifluoromethoxyphenyl bromide, and 0.6 gram (0.025 gram-atom) of magnesium turnings in about 69 mL of tetrahydrofuran as reagents. The crude reaction product was subjected to column chromatography on silica gel, with pure methylene chloride, 9:1 methylene chloride:acetone, pure acetone, and then 8:2 methylen... Starting materials: C1CCOC1, COC(=O)C1CC(=O)N(c2c(C)cccc2C)C1, C[Si](C)(C)[N-][Si](C)(C)C, [Cl-], IC1CCC1, [Li+], [NH4+]. Yields the product COC(=O)C1(C2CCC2)CC(=O)N(c2c(C)cccc2C)C1. RXN SMILES: [CH2:36]1[O:37][CH2:38][CH2:39][CH2:40]1.[CH3:11][O:12][C:13](=[O:14])[CH:15]1[CH2:16][N:17]([c:21]2[c:22]([CH3:28])[cH:23][cH:24][cH:25][c:26]2[CH3:27])[C:18](=[O:20])[CH2:19]1.[CH3:2][Si:3]([N-:4][Si:5]([CH3:6])([CH3:7])[CH3:8])([CH3:9])[CH3:10].[Cl-:34].[I:29][CH:30]1[CH2:31][CH2:32][CH2:33]1.[Li+:1].[NH4+:35]>>[CH3:11][O:12][C:13](=[O:14])[C:15]1([CH:30]2[CH2:31][CH2:32][CH2:33]2)[CH2:16][N:17]([c:21]2[c:22]([CH3:28])[cH:23][cH:24][cH:25][c:26]2[CH3:27])[C:18](=[O:20])[CH2:19]1.